From a dataset of the Open Reaction Database (ORD), a public repository of structured organic reaction records. describe an organic reaction: reactants, conditions, products, and yield Reactants: C1(=CC=CC=C1)C(C(=O)N)(CCCNC)C1=CC=CC=C1 (2,2-diphenyl-5-methylaminopentanamide), C1OC=2C=C(CCBr)C=CC2O1 (3,4-methylenedioxyphenethyl bromide), C([O-])([O-])=O.[K+].[K+] (potassium carbonate). The solvent is C(C)#N (acetonitrile). The product is C1(=CC=CC=C1)C(C(=O)N)(CCCN(C)CCC1=CC2=C(C=C1)OCO2)C2=CC=CC=C2 (2,2-diphenyl-5-[N-(3,4-methylenedioxyphenethyl)-N-methylamino]pentanamide). As a reaction SMILES: [C:1]1([C:7]([C:16]2[CH:21]=[CH:20][CH:19]=[CH:18][CH:17]=2)([CH2:11][CH2:12][CH2:13][NH:14][CH3:15])[C:8]([NH2:10])=[O:9])[CH:6]=[CH:5][CH:4]=[CH:3][CH:2]=1.[CH2:22]1[O:33][C:32]2[CH:31]=[CH:30][C:26]([CH2:27][CH2:28]Br)=[CH:25][C:24]=2[O:23]1.C(=O)([O-])[O-].[K+].[K+]>C(#N)C>[C:1]1([C:7]([C:16]2[CH:21]=[CH:20][CH:19]=[CH:18][CH:17]=2)([CH2:11][CH2:12][CH2:13][N:14]([CH2:28][CH2:27][C:26]2[CH:30]=[CH:31][C:32]3[O:33][CH2:22][O:23][C:24]=3[CH:25]=2)[CH3:15])[C:8]([NH2:10])=[O:9])[CH:2]=[CH:3][CH:4]=[CH:5][CH:6]=1 |f:2.3.4|. Procedure: A mixture containing 2,2-diphenyl-5-methylaminopentanamide (1.0 g--see Preparation 3), 3,4-methylenedioxyphenethyl bromide (0.9 g), anhydrous potassium carbonate (2.0 g) and acetonitrile (20 ml) was heated under reflux for 8 hours. The mixture was partitioned between dichloromethane (30 ml) and 5% sodium carbonate (20 ml), the layers separated and the aqueous layer extracted with dichloromethane (3×20 ml). The combined dichloromethane extracts were dried (MgSO4) and concentrated in vacuo to give...